Dataset: the Open Reaction Database (ORD), a public repository of structured organic reaction records. Task: describe an organic reaction: reactants, conditions, products, and yield Reactants: O=S(=O)(Cl)c1ccc(Br)cc1, COc1ccc(N2CC(C)NC(C)C2)nc1N, CCOC(C)=O, ClCCl, c1ccncc1. Product: COc1ccc(N2CC(C)NC(C)C2)nc1NS(=O)(=O)c1ccc(Br)cc1. Reaction SMILES: [Br:24][c:25]1[cH:26][cH:27][c:28]([S:31](=[O:32])(=[O:33])[Cl:34])[cH:29][cH:30]1.[CH3:1][CH:2]1[CH2:3][N:4]([c:9]2[cH:10][cH:11][c:12]([O:16][CH3:17])[c:13]([NH2:15])[n:14]2)[CH2:5][CH:6]([CH3:8])[NH:7]1.[CH3:35][CH2:36][O:37][C:38](=[O:39])[CH3:40].[Cl:41][CH2:42][Cl:43].[cH:18]1[cH:19][cH:20][n:21][cH:22][cH:23]1>>[CH3:1][CH:2]1[CH2:3][N:4]([c:9]2[cH:10][cH:11][c:12]([O:16][CH3:17])[c:13]([NH:15][S:31]([c:28]3[cH:27][cH:26][c:25]([Br:24])[cH:30][cH:29]3)(=[O:32])=[O:33])[n:14]2)[CH2:5][CH:6]([CH3:8])[NH:7]1. Starting materials: CC(N=C(C(=O)NC(C)(C)C)C(C)(C)C)c1ccccc1, CO. Product: CC(C)(C)NC(=O)C(N)C(C)(C)C. Reaction SMILES: [C:1]([CH3:2])([CH3:3])([CH3:4])[NH:5][C:6]([C:7]([C:8]([CH3:9])([CH3:10])[CH3:11])=[N:12][CH:13]([c:14]1[cH:15][cH:16][cH:17][cH:18][cH:19]1)[CH3:20])=[O:21].[CH3:22][OH:23]>>[C:1]([CH3:2])([CH3:3])([CH3:4])[NH:5][C:6]([CH:7]([C:8]([CH3:9])([CH3:10])[CH3:11])[NH2:12])=[O:21]. The product is CC(Nc1ncnc2cc(F)c([N+](=O)[O-])cc12)c1ccccc1. As a reaction SMILES: [CH2:31]([Cl:32])[Cl:33].[Cl:10][c:11]1[n:12][cH:13][n:14][c:15]2[cH:16][c:17]([F:24])[c:18]([N+:21](=[O:22])[O-:23])[cH:19][c:20]12.[O:25]1[CH2:26][CH2:27][O:28][CH2:29][CH2:30]1.[c:1]1([CH:7]([CH3:8])[NH2:9])[cH:2][cH:3][cH:4][cH:5][cH:6]1>>[c:1]1([CH:7]([CH3:8])[NH:9][c:11]2[n:12][cH:13][n:14][c:15]3[cH:16][c:17]([F:24])[c:18]([N+:21](=[O:22])[O-:23])[cH:19][c:20]23)[cH:2][cH:3][cH:4][cH:5][cH:6]1. The reactants are ClCCl, O=[N+]([O-])c1cc2c(Cl)ncnc2cc1F, C1COCCO1, CC(N)c1ccccc1. Reaction SMILES: [BH4-:26].[CH3:1][c:2]1[n:3][c:4](-[c:11]2[cH:12][cH:13][cH:14][cH:15][cH:16]2)[n:5]([CH2:7][CH2:8][CH2:9][NH2:10])[cH:6]1.[CH3:28][CH2:29][OH:30].[Cl:17][c:18]1[cH:19][cH:20][c:21]([CH:22]=[O:23])[cH:24][cH:25]1.[Na+:27]>>[CH3:1][c:2]1[n:3][c:4](-[c:11]2[cH:12][cH:13][cH:14][cH:15][cH:16]2)[n:5]([CH2:7][CH2:8][CH2:9][NH:10][CH2:22][c:21]2[cH:20][cH:19][c:18]([Cl:17])[cH:25][cH:24]2)[cH:6]1. Product: Cc1cn(CCCNCc2ccc(Cl)cc2)c(-c2ccccc2)n1. The reactants are [BH4-], Cc1cn(CCCN)c(-c2ccccc2)n1, CCO, O=Cc1ccc(Cl)cc1, [Na+]. Starting materials: C(C)(C)(C)C1=CC=C(C=O)C=C1 (4-tert-butylbenzaldehyde), ClC1=C(C(=CC=C1)Cl)CCN (2-(2,6-dichloro-phenyl)-ethylamine), [BH4-].[Na+] (sodium borohydride). Product: C(C)(C)(C)C1=CC=C(CNCCC2=C(C=CC=C2Cl)Cl)C=C1 ((4-tert-butyl-benzyl)-[2-(2,6-dichloro-phenyl)-ethyl]-amine). The solvent is CO (methanol). Isolated yield 105.7%. RXN SMILES: [C:1]([C:5]1[CH:12]=[CH:11][C:8]([CH:9]=O)=[CH:7][CH:6]=1)([CH3:4])([CH3:3])[CH3:2].[Cl:13][C:14]1[CH:19]=[CH:18][CH:17]=[C:16]([Cl:20])[C:15]=1[CH2:21][CH2:22][NH2:23].[BH4-].[Na+]>CO.Cl>[C:1]([C:5]1[CH:12]=[CH:11][C:8]([CH2:9][NH:23][CH2:22][CH2:21][C:15]2[C:16]([Cl:20])=[CH:17][CH:18]=[CH:19][C:14]=2[Cl:13])=[CH:7][CH:6]=1)([CH3:4])([CH3:3])[CH3:2] |f:2.3|. Run at time 30 minute. Reagents/catalysts: Cl (HCl). Procedure: 0.38 ml of 4-tert-butylbenzaldehyde (2.25 mmol) and 288 mg 2-(2,6-dichloro-phenyl)-ethylamine (1.5 mmol) were dissolved in 4.5 ml methanol at rt, and after stirring for 30 min at rt, were refluxed for 2 h. After cooling down to rt, 85 mg (2.25 mmol) sodium borohydride were added and after stirring for 5 min at rt, the reaction mixture was then refluxed for 3 h. After cooling down to rt, the reaction mixture was treated with 4 drops 1 N HCl and concentrated in vacuo. The residue was diluted with ...